Task: describe an organic reaction: reactants, conditions, products, and yield. Dataset: the Open Reaction Database (ORD), a public repository of structured organic reaction records Starting materials: C1(CCCCC1)N=C=NC1CCCCC1 (dicyclohexylcarbodiimide), Cl.C(C1=CC=CC=C1)OC(=O)C[C@H]1C(N(CCN1)CC(=O)O)=O ((S)-3-Benzyloxycarbonylmethyl-2-oxopiperazine-1-acetic acid hydrochloride), C(O)([O-])=O.[Na+] (sodium hydrogencarbonate), ON1C(CCC1=O)=O (N-hydroxysuccinimide), di-t-butyl bicarbonate, crude product. Run in O1CCOCC1 (dioxane), O (water), Cl.O1CCOCC1 (HCl dioxane), O1CCOCC1 (dioxane). Run at time 1 hour. The product is Cl.C(C1=CC=CC=C1)OC(C[C@H]1C(N(CCN1)CC(N)=O)=O)=O ((S)-1-Carbamoylmethyl-2-oxopiperazine-3-acetic acid benzyl ester hydrochloride). Isolated yield 26.7%. As a reaction SMILES: [ClH:1].[CH2:2]([O:9][C:10]([CH2:12][C@@H:13]1[NH:18][CH2:17][CH2:16][N:15]([CH2:19][C:20](O)=[O:21])[C:14]1=[O:23])=[O:11])[C:3]1[CH:8]=[CH:7][CH:6]=[CH:5][CH:4]=1.C(=O)([O-])O.[Na+].O[N:30]1C(=O)CCC1=O.C1(N=C=NC2CCCCC2)CCCCC1>O1CCOCC1.O.Cl.O1CCOCC1>[ClH:1].[CH2:2]([O:9][C:10](=[O:11])[CH2:12][C@@H:13]1[NH:18][CH2:17][CH2:16][N:15]([CH2:19][C:20](=[O:21])[NH2:30])[C:14]1=[O:23])[C:3]1[CH:8]=[CH:7][CH:6]=[CH:5][CH:4]=1 |f:0.1,2.3,8.9,10.11|. Reported procedure: (S)-3-Benzyloxycarbonylmethyl-2-oxopiperazine-1-acetic acid hydrochloride (7.5 g) and sodium hydrogencarbonate (4.2 g) were dissolved in a mixture of 50 ml of dioxane and 50 ml of water. To the solution was added at 0° C. 5.5 g of di-t-butyl bicarbonate, and the mixture was stirred vigorously for one hour. The reaction mixture was concentrated to half of its original volume, and washed with ether then there was added 30 ml of a 10% aqueous solution of potassium hydrogen sulfate, followed by extr... The reactants are Fc1cccnc1Br, N#Cc1ccc(B(O)O)cc1, [Na+], [Na+], O=C([O-])[O-], c1ccc(P(c2ccccc2)(c2ccccc2)[Pd](P(c2ccccc2)(c2ccccc2)c2ccccc2)(P(c2ccccc2)(c2ccccc2)c2ccccc2)P(c2ccccc2)(c2ccccc2)c2ccccc2)cc1. Product: N#Cc1ccc(-c2ncccc2F)cc1. Reaction SMILES: [Br:1][c:2]1[n:3][cH:4][cH:5][cH:6][c:7]1[F:8].[C:9](#[N:10])[c:11]1[cH:12][cH:13][c:14]([B:17]([OH:18])[OH:19])[cH:15][cH:16]1.[Na+:20].[Na+:21].[O-:22][C:23](=[O:24])[O-:25].[cH:26]1[cH:27][cH:28][c:29]([P:30]([Pd:31]([P:32]([c:33]2[cH:34][cH:35][cH:36][cH:37][cH:38]2)([c:39]2[cH:40][cH:41][cH:42][cH:43][cH:44]2)[c:45]2[cH:46][cH:47][cH:48][cH:49][cH:50]2)([P:51]([c:52]2[cH:53][cH:54][cH:55][cH:56][cH:57]2)([c:58]2[cH:59][cH:60][cH:61][cH:62][cH:63]2)[c:64]2[cH:65][cH:66][cH:67][cH:68][cH:69]2)[P:70]([c:71]2[cH:72][cH:73][cH:74][cH:75][cH:76]2)([c:77]2[cH:78][cH:79][cH:80][cH:81][cH:82]2)[c:83]2[cH:84][cH:85][cH:86][cH:87][cH:88]2)([c:89]2[cH:90][cH:91][cH:92][cH:93][cH:94]2)[c:95]2[cH:96][cH:97][cH:98][cH:99][cH:100]2)[cH:101][cH:102]1>>[c:2]1(-[c:14]2[cH:13][cH:12][c:11]([C:9]#[N:10])[cH:16][cH:15]2)[n:3][cH:4][cH:5][cH:6][c:7]1[F:8]. The reactants are S1CCNC(C2=C1C=CS2)=O (3,4-dihydro-thieno[2,3-f][1,4]thiazepin-5(2H)-one), N1=CC=CC=C1 (pyridine), P12(=S)SP3(=S)SP(=S)(S1)SP(=S)(S2)S3 (phosphorus pentasulfide). The solvent is O (water). Product: S1CCNCC2=C1C=CS2 (3,4-dihydro-thieno-[2,3-f][1,4]thiazepine), 2H-thione. Reaction SMILES: [S:1]1[C:7]2[CH:8]=[CH:9][S:10][C:6]=2[C:5](=O)[NH:4][CH2:3][CH2:2]1.N1C=CC=CC=1.P12(SP3(SP(SP(S3)(S1)=S)(=S)S2)=S)=S>O>[S:1]1[C:7]2[CH:8]=[CH:9][S:10][C:6]=2[CH2:5][NH:4][CH2:3][CH2:2]1. Reported procedure: (acb) 1.0 g of 3,4-dihydro-thieno[2,3-f][1,4]thiazepin-5(2H)-one was heated under reflux for 5 hours together with 15 ml of pyridine and 1.35 g of phosphorus pentasulfide. After cooling the mixture was poured into 90 ml of water and the crystals were removed by filtration. After chromatography on silica gel, the product was recrystallized from ethyl acetate. There was obtained 3,4-dihydro-thieno-[2,3-f][1,4]thiazepine-5(2H-thione as yellow crystals of m.p. 138°-139°. Starting materials: CNC, CCO, CC(=O)O, Cl, CNC(=C[N+](=O)[O-])NCCSCc1ccc(C2OCCO2)o1, C1CCOC1. Yields the product CNC(=C[N+](=O)[O-])NCCSCc1ccc(CN(C)C)o1. RXN SMILES: [CH3:24][NH:25][CH3:26].[CH3:32][CH2:33][OH:34].[CH3:35][C:36](=[O:37])[OH:38].[ClH:23].[O:1]1[CH:2]([c:6]2[cH:7][cH:8][c:9]([CH2:11][S:12][CH2:13][CH2:14][NH:15][C:16](=[CH:17][N+:18](=[O:19])[O-:20])[NH:21][CH3:22])[o:10]2)[O:5][CH2:4][CH2:3]1.[O:27]1[CH2:28][CH2:29][CH2:30][CH2:31]1>>[CH2:2]([c:6]1[cH:7][cH:8][c:9]([CH2:11][S:12][CH2:13][CH2:14][NH:15][C:16](=[CH:17][N+:18](=[O:19])[O-:20])[NH:21][CH3:22])[o:10]1)[N:25]([CH3:24])[CH3:26]. Reactants: CC(C)(C)c1cc(OCc2ccccc2)c(CCN)c(C(C)(C)C)c1, O=C1CCCCC1. Yields the product CC(C)(C)c1cc(OCc2ccccc2)c(CCNC2CCCCC2)c(C(C)(C)C)c1. As a reaction SMILES: [CH2:1]([c:2]1[cH:3][cH:4][cH:5][cH:6][cH:7]1)[O:8][c:9]1[c:10]([CH2:23][CH2:24][NH2:25])[c:11]([C:19]([CH3:20])([CH3:21])[CH3:22])[cH:12][c:13]([C:15]([CH3:16])([CH3:17])[CH3:18])[cH:14]1.[O:26]=[C:27]1[CH2:28][CH2:29][CH2:30][CH2:31][CH2:32]1>>[CH2:1]([c:2]1[cH:3][cH:4][cH:5][cH:6][cH:7]1)[O:8][c:9]1[c:10]([CH2:23][CH2:24][NH:25][CH:27]2[CH2:28][CH2:29][CH2:30][CH2:31][CH2:32]2)[c:11]([C:19]([CH3:20])([CH3:21])[CH3:22])[cH:12][c:13]([C:15]([CH3:16])([CH3:17])[CH3:18])[cH:14]1.